Dataset: the Open Reaction Database (ORD), a public repository of structured organic reaction records. Task: describe an organic reaction: reactants, conditions, products, and yield Starting materials: BrC1=C(C=CC=C1)C1=CC=CC=C1 (2-bromobiphenyl), FC1=C(C(=CC=C1)OC)B(O)O (2-fluoro-6-methoxybenzene boronic acid), COCCOC.O (DME water). Yields the product FC=1C=CC(=C(C1)C1=C(C=CC=C1)C1=CC=CC=C1)OC (5-fluoro-2-methoxy-2′-phenylbiphenyl). Isolated yield 89.0%. As a reaction SMILES: Br[C:2]1[CH:7]=[CH:6][CH:5]=[CH:4][C:3]=1[C:8]1[CH:13]=[CH:12][CH:11]=[CH:10][CH:9]=1.[F:14][C:15]1[CH:20]=CC=[C:17](OC)[C:16]=1B(O)O.CO[CH2:28][CH2:29][O:30][CH3:31].O>>[F:14][C:15]1[CH:20]=[CH:28][C:29]([O:30][CH3:31])=[C:17]([C:2]2[CH:7]=[CH:6][CH:5]=[CH:4][C:3]=2[C:8]2[CH:13]=[CH:12][CH:11]=[CH:10][CH:9]=2)[CH:16]=1 |f:2.3|. Procedure details: Treatment of 2-bromobiphenyl (6.85 g, 29.4 mmol) with 2-fluoro-6-methoxybenzene boronic acid (5.0 g, 29.4 mmol) in DME-water (5:1, 150 mL) according to the procedure described for Example 69, Step 1 provided 7.3 g (89%) of 5-fluoro-2-methoxy-2′-phenylbiphenyl as a colorless oil. Reactants: FC1=CC=C(OCCCO)C=C1 (3-(4-Fluorophenoxy)propanol), C1(=CC=C(C=C1)S(=O)(=O)Cl)C (p-Toluenesulfonyl chloride), ice water. Run in N1=CC=CC=C1 (pyridine). Run at temperature 5 celsius, time 1 hour. The product is C1(=CC=C(C=C1)S(=O)(=O)OCCCOC1=CC=C(C=C1)F)C (O-(p-Toluenesulfonyl)-3-(4-Fluorophenoxy)propanol). Isolated yield 92.8%. RXN SMILES: [F:1][C:2]1[CH:12]=[CH:11][C:5]([O:6][CH2:7][CH2:8][CH2:9][OH:10])=[CH:4][CH:3]=1.[C:13]1([CH3:23])[CH:18]=[CH:17][C:16]([S:19](Cl)(=[O:21])=[O:20])=[CH:15][CH:14]=1>N1C=CC=CC=1>[C:13]1([CH3:23])[CH:18]=[CH:17][C:16]([S:19]([O:10][CH2:9][CH2:8][CH2:7][O:6][C:5]2[CH:11]=[CH:12][C:2]([F:1])=[CH:3][CH:4]=2)(=[O:21])=[O:20])=[CH:15][CH:14]=1. Reported procedure: 3-(4-Fluorophenoxy)propanol (7.55 g, 44 mmol) was stirred in 50 mL of pyridine under a nitrogen atmosphere at 5° C. p-Toluenesulfonyl chloride (9.2 g, 50 mmol) was added in one portion and the resulting solution was allowed to stir at 5° C. for 1 hour and then was placed in a refrigerator set at 5° C. overnight. The reaction was then poured into about 300 mL of ice water. This mixture was extracted three times with diethyl ether. The combined extracts were washed 2 times with cold 1N hydrochlori... Reactants: CCOCC, Cc1noc(CC(=O)O)n1, C=[N+]=[N-], O. The product is COC(=O)Cc1nc(C)no1. As a reaction SMILES: [CH3:14][CH2:15][O:16][CH2:17][CH3:18].[CH3:4][c:5]1[n:6][o:7][c:8]([CH2:10][C:11](=[O:12])[OH:13])[n:9]1.[N+:1](=[N-:2])=[CH2:3].[OH2:19]>>[CH3:3][O:13][C:11]([CH2:10][c:8]1[o:7][n:6][c:5]([CH3:4])[n:9]1)=[O:12]. Reactants: BrC=1C=CC(=C(C1)O)Cl (5-bromo-2-chlorophenol), C([O-])([O-])=O.[K+].[K+] (potassium carbonate), ClC1=NC=C(C=C1)C(F)(F)F (2-chloro-5-(trifluoromethyl)pyridine). Run in CN(C)C=O (DMF). Reaction conditions: temperature 110 celsius. The product is BrC=1C=CC(=C(OC2=NC=C(C=C2)C(F)(F)F)C1)Cl (2-(5-Bromo-2-chlorophenoxy)-5-(trifluoromethyl)pyridine). Yield: 102.0%. As a reaction SMILES: [Br:1][C:2]1[CH:3]=[CH:4][C:5]([Cl:9])=[C:6]([OH:8])[CH:7]=1.C(=O)([O-])[O-].[K+].[K+].Cl[C:17]1[CH:22]=[CH:21][C:20]([C:23]([F:26])([F:25])[F:24])=[CH:19][N:18]=1>CN(C=O)C>[Br:1][C:2]1[CH:3]=[CH:4][C:5]([Cl:9])=[C:6]([CH:7]=1)[O:8][C:17]1[CH:22]=[CH:21][C:20]([C:23]([F:26])([F:25])[F:24])=[CH:19][N:18]=1 |f:1.2.3|. Reported procedure: To a solution of 5-bromo-2-chlorophenol (1.5 g, 7.23 mmol) in DMF (6 mL) was added potassium carbonate (2.5 g, 18.07 mmol) at RT followed by 2-chloro-5-(trifluoromethyl)pyridine (1.3 g, 7.23 mmol) and the mixture was refluxed at 110° C. for 12 h. The reaction mixture was quenched with water and extracted with ethyl acetate three times. The total organic extract was washed with water and brine, dried over sodium sulfate and concentrated under reduced pressure to give the title compound (2.6 g, 10... Starting materials: FC(C=1C=C(C(=O)Cl)C=CC1)(F)F (3-(trifluoromethyl)benzoyl chloride), NC1=C(C(=NS1)C1=CC(=CC=C1)N)C(=O)N (5-amino-3-(3-aminophenyl)isothiazole-4-carboxamide), C(C)(C)N(C(C)C)CC (N,N-diisopropylethylamine), FC(C=1C=C(C(=O)Cl)C=CC1)(F)F (3-(trifluoromethyl)benzoyl chloride). Run in C(Cl)Cl (CH2Cl2). Conditions: time 1 hour. The product is NC1=C(C(=NS1)C1=CC(=CC=C1)NC(C1=CC(=CC=C1)C(F)(F)F)=O)C(=O)N (5-Amino-3-(3-{[3-(trifluoromethyl)benzoyl]amino}phenyl)isothiazole-4-carboxamide). The yield is 70.3%. RXN SMILES: [NH2:1][C:2]1[S:6][N:5]=[C:4]([C:7]2[CH:12]=[CH:11][CH:10]=[C:9]([NH2:13])[CH:8]=2)[C:3]=1[C:14]([NH2:16])=[O:15].C(N(CC)C(C)C)(C)C.[F:26][C:27]([F:38])([F:37])[C:28]1[CH:29]=[C:30]([CH:34]=[CH:35][CH:36]=1)[C:31](Cl)=[O:32]>C(Cl)Cl>[NH2:1][C:2]1[S:6][N:5]=[C:4]([C:7]2[CH:12]=[CH:11][CH:10]=[C:9]([NH:13][C:31](=[O:32])[C:30]3[CH:34]=[CH:35][CH:36]=[C:28]([C:27]([F:26])([F:37])[F:38])[CH:29]=3)[CH:8]=2)[C:3]=1[C:14]([NH2:16])=[O:15]. Reported procedure: To a mixture of 5-amino-3-(3-aminophenyl)isothiazole-4-carboxamide (13 mg, 0.056 mmol) and N,N-diisopropylethylamine (0.029 mL, 0.17 mmol) in 1.0 mL CH2Cl2 at room temperature was added 3-(trifluoromethyl)benzoyl chloride (0.008 mL, 0.056 mmol) and the reaction stirred at room temperature. After 1 hour, additional 3-(trifluoromethyl)benzoyl chloride (0.0015 mL) was added, then again at 2 hours (0.002 mL) and 3 hours (0.0015 mL). After 4 hours the reaction was evaporated, and then treated to an a... The reactants are C1CCOC1, CCN, Cc1ccc(C(=O)NC2CC2)cc1-c1ccc(-c2nnc(CCl)o2)cc1, [I-], [K+]. Product: CCNCc1nnc(-c2ccc(-c3cc(C(=O)NC4CC4)ccc3C)cc2)o1. As a reaction SMILES: [CH2:32]1[O:33][CH2:34][CH2:35][CH2:36]1.[CH3:29][CH2:30][NH2:31].[Cl:1][CH2:2][c:3]1[n:4][n:5][c:6](-[c:8]2[cH:9][cH:10][c:11](-[c:14]3[cH:15][c:16]([C:21](=[O:22])[NH:23][CH:24]4[CH2:25][CH2:26]4)[cH:17][cH:18][c:19]3[CH3:20])[cH:12][cH:13]2)[o:7]1.[I-:28].[K+:27]>>[CH2:2]([c:3]1[n:4][n:5][c:6](-[c:8]2[cH:9][cH:10][c:11](-[c:14]3[cH:15][c:16]([C:21](=[O:22])[NH:23][CH:24]4[CH2:25][CH2:26]4)[cH:17][cH:18][c:19]3[CH3:20])[cH:12][cH:13]2)[o:7]1)[NH:31][CH2:30][CH3:29].